From a dataset of the Open Reaction Database (ORD), a public repository of structured organic reaction records. describe an organic reaction: reactants, conditions, products, and yield The reactants are N(=NC(=O)OCC)C(=O)OCC (diethyl azodicarboxylate), COC1=CC=C(CN2S(NCC2=O)(=O)=O)C=C1 (2-(4-methoxybenzyl)-1,1-dioxo-1,2,5-thiadiazolidin-3-one), IC=1C=C(CO)C=CC1 (3-iodo-benzyl alcohol), C1(=CC=CC=C1)P(C1=CC=CC=C1)C1=CC=CC=C1 (triphenylphosphine). Run in C1CCOC1 (THF), C1CCOC1 (THF). The product is IC=1C=C(CN2CC(N(S2(=O)=O)CC2=CC=C(C=C2)OC)=O)C=CC1 (5-(3-iodo-benzyl)-2-(4-methoxy-benzyl)-1,1-dioxo-1,2,5-thiadiazolidin-3-one). Reaction SMILES: [CH3:1][O:2][C:3]1[CH:17]=[CH:16][C:6]([CH2:7][N:8]2[C:12](=[O:13])[CH2:11][NH:10][S:9]2(=[O:15])=[O:14])=[CH:5][CH:4]=1.[I:18][C:19]1[CH:20]=[C:21]([CH:24]=[CH:25][CH:26]=1)[CH2:22]O.C1(P(C2C=CC=CC=2)C2C=CC=CC=2)C=CC=CC=1.N(C(OCC)=O)=NC(OCC)=O>C1COCC1>[I:18][C:19]1[CH:20]=[C:21]([CH:24]=[CH:25][CH:26]=1)[CH2:22][N:10]1[S:9](=[O:15])(=[O:14])[N:8]([CH2:7][C:6]2[CH:5]=[CH:4][C:3]([O:2][CH3:1])=[CH:17][CH:16]=2)[C:12](=[O:13])[CH2:11]1. Reported procedure: A solution of the title B compound, 2-(4-methoxybenzyl)-1,1-dioxo-1,2,5-thiadiazolidin-3-one (1.02 g, 3.98 mmol), 3-iodo-benzyl alcohol (1.01 mL, 7.95 mmol) and triphenylphosphine (2.10 g, 8.0 mmol) in THF (50 mL) is cooled to 5° C. and treated with a solution of diethyl azodicarboxylate (1.26 mL, 8.0 mmol) in THF (10 mL). The reaction is allowed to warm to RT over 16 h. The reaction mixture is concentrated to yield a yellow oil. This is chromatographed on a 110 g silica gel RediSep column (Isco... The reactants are C(C1=CC=CC=C1)OC=1C=C2C=NNC2=CC1 (5-benzyloxyindazole), [H-].[Na+] (sodium hydride), BrCCCCl (1-bromo-3-chloropropane). Run in CN(C=O)C (dimethylformamide), CN(C=O)C (dimethylformamide). Reaction conditions: time 10 minute. Product: ClCCCN1N=CC2=CC(=CC=C12)OCC1=CC=CC=C1 (1-(3'-chloropropyl)-5-benzyloxyindazole), ClCCCN1N=C2C=CC(=CC2=C1)OCC1=CC=CC=C1 (2-(3'-chloropropyl)-5-benzyloxyindazole). Reaction SMILES: [CH2:1]([O:8][C:9]1[CH:10]=[C:11]2[C:15](=[CH:16][CH:17]=1)[NH:14][N:13]=[CH:12]2)[C:2]1[CH:7]=[CH:6][CH:5]=[CH:4][CH:3]=1.[H-].[Na+].Br[CH2:21][CH2:22][CH2:23][Cl:24]>CN(C)C=O>[Cl:24][CH2:23][CH2:22][CH2:21][N:14]1[C:15]2[C:11](=[CH:10][C:9]([O:8][CH2:1][C:2]3[CH:3]=[CH:4][CH:5]=[CH:6][CH:7]=3)=[CH:17][CH:16]=2)[CH:12]=[N:13]1.[Cl:24][CH2:23][CH2:22][CH2:21][N:13]1[CH:12]=[C:11]2[C:15]([CH:16]=[CH:17][C:9]([O:8][CH2:1][C:2]3[CH:3]=[CH:4][CH:5]=[CH:6][CH:7]=3)=[CH:10]2)=[N:14]1 |f:1.2|. Procedure: To a solution of 5-benzyloxyindazole (30 g) in dimethylformamide (150 ml), 50% sodium hydride (6.7 g) was added and the mixture was stirred at room temperature for 10 minutes. The solution was then added dropwise to 150 ml of dimethylformamide containing 1-bromo-3-chloropropane (30 g) while cooling with ice, and, after stirring at room temperature for 30 minutes, the mixture was extracted with benzene. The extract was washed with water, dried over anhydrous sodium sulfate, and distilled to remov... Starting materials: C(C(C)C)C1=CC(=NC=2N1N=CC2)C (7-isobutyl-5-methylpyrazolo-[1,5-a]pyrimidine), BrN1C(CCC1=O)=O (N-bromosuccinimide), [OH-].[Na+] (NaOH), ice. Solvent: C(Cl)(Cl)Cl (chloroform). Yields the product BrC=1C=NN2C1N=C(C=C2CC(C)C)C (3-Bromo-7-isobutyl-5-methylpyrazolo[1,5-a]pyrimidine). RXN SMILES: [CH2:1]([C:5]1[N:10]2[N:11]=[CH:12][CH:13]=[C:9]2[N:8]=[C:7]([CH3:14])[CH:6]=1)[CH:2]([CH3:4])[CH3:3].[Br:15]N1C(=O)CCC1=O.[OH-].[Na+]>C(Cl)(Cl)Cl>[Br:15][C:13]1[CH:12]=[N:11][N:10]2[C:5]([CH2:1][CH:2]([CH3:4])[CH3:3])=[CH:6][C:7]([CH3:14])=[N:8][C:9]=12 |f:2.3|. Reported procedure: A solution of 7.5 g (0.026 mol) of 7-isobutyl-5-methylpyrazolo-[1,5-a]pyrimidine in 60 ml chloroform was treated with 4.6 gm (0.026 mol) of N-bromosuccinimide. The mixture was stirred at ambient temperature and then allowed to cool overnight in the refrigerator. The mixture was then poured over ice (100 gm), rendered alkaline with 6N NaOH, and extracted with chloroform. The chloroform solution was separated, dried (Na2SO4), and distilled to yield 5.5 gm, (47%) of a light yellow, viscous oil, b.p... Reactants: 30, COC=1C=C(C=CC1)C(CC=1CCN(CC1)C(=O)OCC)=O (ethyl 2,3-dihydro-4-[2-(3-methoxyphenyl)-2-oxoethyl]-1(6H)-pyridinecarboxylate), C(CO)O (1,2-ethanediol), CC1=CC=C(C=C1)S(=O)(=O)O (4-methylbenzenesulfonic acid). The solvent is CC1=CC=CC=C1 (methylbenzene). The product is 30, COC=1C=C(C=CC1)C1(OCCO1)CC=1CCN(CC1)C(=O)OCC (ethyl 2,3-dihydro-4-[2-(3-methoxyphenyl)-1,3-dioxolan-2-ylmethyl]-1(6H)-pyridinecarboxylate). Reaction SMILES: [CH3:1][O:2][C:3]1[CH:4]=[C:5]([C:9](=[O:22])[CH2:10][C:11]2[CH2:12][CH2:13][N:14]([C:17]([O:19][CH2:20][CH3:21])=[O:18])[CH2:15][CH:16]=2)[CH:6]=[CH:7][CH:8]=1.[CH2:23](O)[CH2:24][OH:25].CC1C=CC(S(O)(=O)=O)=CC=1>CC1C=CC=CC=1>[CH3:1][O:2][C:3]1[CH:4]=[C:5]([C:9]2([CH2:10][C:11]3[CH2:16][CH2:15][N:14]([C:17]([O:19][CH2:20][CH3:21])=[O:18])[CH2:13][CH:12]=3)[O:25][CH2:24][CH2:23][O:22]2)[CH:6]=[CH:7][CH:8]=1. Procedure: A mixture of 30 parts of ethyl 2,3-dihydro-4-[2-(3-methoxyphenyl)-2-oxoethyl]-1(6H)-pyridinecarboxylate, 15 parts of 1,2-ethanediol, 0.1 parts of 4-methylbenzenesulfonic acid and 135 parts of methylbenzene is stirred and refluxed overnight. The reaction mixture is cooled and evaporated, yielding 30 parts of ethyl 2,3-dihydro-4-[2-(3-methoxyphenyl)-1,3-dioxolan-2-ylmethyl]-1(6H)-pyridinecarboxylate as a residue.